Dataset: the Open Reaction Database (ORD), a public repository of structured organic reaction records. Task: describe an organic reaction: reactants, conditions, products, and yield The reactants are O=C([O-])[O-], CN(C)C=O, COc1cc2nccc(Oc3ccc(C)nc3I)c2cc1OC, [K+], [K+], O, OB(O)c1ccc(O)cc1. Yields the product COc1cc2nccc(Oc3ccc(C)nc3-c3ccc(O)cc3)c2cc1OC. As a reaction SMILES: [C:6](=[O:7])([O-:8])[O-:9].[CH3:1][N:2]([CH3:3])[CH:4]=[O:5].[I:12][c:13]1[n:14][c:15]([CH3:34])[cH:16][cH:17][c:18]1[O:19][c:20]1[cH:21][cH:22][n:23][c:24]2[cH:25][c:26]([O:32][CH3:33])[c:27]([O:30][CH3:31])[cH:28][c:29]12.[K+:10].[K+:11].[OH2:45].[OH:35][c:36]1[cH:37][cH:38][c:39]([B:42]([OH:43])[OH:44])[cH:40][cH:41]1>>[c:13]1(-[c:39]2[cH:38][cH:37][c:36]([OH:35])[cH:41][cH:40]2)[n:14][c:15]([CH3:34])[cH:16][cH:17][c:18]1[O:19][c:20]1[cH:21][cH:22][n:23][c:24]2[cH:25][c:26]([O:32][CH3:33])[c:27]([O:30][CH3:31])[cH:28][c:29]12. Reaction SMILES: [CH3:1][Al:2]([CH3:3])[CH3:4].[CH3:5][c:6]1[cH:7][cH:8][cH:9][cH:10][cH:11]1.[CH:24]([Cl:25])([Cl:26])[Cl:27].[Cl-:12].[F:14][c:15]1[cH:16][c:17]([C:18]#[N:19])[cH:20][cH:21][c:22]1[F:23].[NH4+:13]>>[NH:13]=[C:18]([c:17]1[cH:16][c:15]([F:14])[c:22]([F:23])[cH:21][cH:20]1)[NH2:19]. The reactants are C[Al](C)C, Cc1ccccc1, ClC(Cl)Cl, [Cl-], N#Cc1ccc(F)c(F)c1, [NH4+]. Yields the product N=C(N)c1ccc(F)c(F)c1. Reactants: FC(C=1C=C(C=CC1)O)(F)F (3-trifluoromethylphenol), [H-].[Na+] (NaH), C(CCC)N1CC(C(CC1)C1=CC=C(C=C1)N(C)C)CCl (1-butyl-3-chloromethyl-4-(4-dimethylaminophenyl) piperidine). Solvent: CN(C)C=O (DMF), C(CCC)N1CC(C(CC1)C1=CC=C(C=C1)N(C)C)CO (1-Butyl-3-hydroxymethyl-4-(4-dimethylaminophenyl)piperidine), C(CCC)N1CC(C(CC1)C1=CC=C(C=C1)N(C)C)CO (1-Butyl-3-hydroxymethyl-4-(4-dimethylaminophenyl)piperidine). Yields the product Cl.C(CCC)N1C[C@H]([C@@H](CC1)C1=CC=C(C=C1)N(C)C)COC1=CC(=CC=C1)C(F)(F)F ((+-)trans-1-butyl-4-(4-dimethylaminophenyl)-3-(3-trifluoromethylphenoxymethyl)piperidine, hydrochloride). RXN SMILES: [CH2:1]([N:5]1[CH2:10][CH2:9][CH:8]([C:11]2[CH:16]=[CH:15][C:14]([N:17]([CH3:19])[CH3:18])=[CH:13][CH:12]=2)[CH:7]([CH2:20][Cl:21])[CH2:6]1)[CH2:2][CH2:3][CH3:4].[F:22][C:23]([F:32])([F:31])[C:24]1[CH:25]=[C:26]([OH:30])[CH:27]=[CH:28][CH:29]=1.[H-].[Na+]>C(N1CCC(C2C=CC(N(C)C)=CC=2)C(CO)C1)CCC.CN(C=O)C>[ClH:21].[CH2:1]([N:5]1[CH2:10][CH2:9][C@@H:8]([C:11]2[CH:16]=[CH:15][C:14]([N:17]([CH3:19])[CH3:18])=[CH:13][CH:12]=2)[C@H:7]([CH2:20][O:30][C:26]2[CH:27]=[CH:28][CH:29]=[C:24]([C:23]([F:22])([F:31])[F:32])[CH:25]=2)[CH2:6]1)[CH2:2][CH2:3][CH3:4] |f:2.3,6.7|. Procedure: 0.4 g of 1-butyl-3-chloromethyl-4-(4-dimethylaminophenyl) piperidine (18) in DMF (25 ml) (prepared from compound (12) by known procedures) was added to a 70° C. hot mixture of 3-trifluoromethylphenol (0.28 g) and NaH (0.09 g) in DMF (25 ml). Reaction time 2 h at 100° C. Evaporation with 3×100 ml toluene. The residue was extracted with NaOH (4N)-ether, the etheral layer separated and dried (MgSO4), purified on a silica gel column and precipitated with concentrated HCl from acetone. Yield 0.22 g o... Starting materials: COC1=CC=C(C(C2=CC=C(C=C2)OC)(C2=CC=CC=C2)OC[C@@]23O[C@H]([C@@H](OC2)[C@H]3O)N3C(=O)NC(=O)C=C3)C=C1 ((1S,3R,4S,7R)-1-(4,4′-dimethoxytrityloxymethyl)-7-hydroxy-3-(uracil-1-yl)-2,5-dioxabicyclo[2.2.1]heptane), N1C=NC=C1 (imidazole), [Si](C)(C)(C(C)(C)C)Cl (t-butyldimethylsilylchloride). Solvent: CN(C)C=O (DMF), CCOC(=O)C (EtOAc). Product: [Si](C)(C)(C(C)(C)C)O[C@H]1[C@@]2(O[C@H]([C@H]1OC2)N2C(=O)NC(=O)C=C2)COC(C2=CC=C(C=C2)OC)(C2=CC=C(C=C2)OC)C2=CC=CC=C2 ((1S,3R,4S,7R)-7-(t-butyldimethylsilyloxy)-1-(4,4′-dimethoxy-trityloxymethyl)-3-(uracil-1-yl)-2,5-dioxabicyclo[2.2.1]heptane). The yield is 94.0%. Reaction SMILES: [CH3:1][O:2][C:3]1[CH:41]=[CH:40][C:6]([C:7]([O:22][CH2:23][C@:24]23[C@H:30]([OH:31])[C@H:27]([O:28][CH2:29]2)[C@H:26]([N:32]2[CH:39]=[CH:38][C:36](=[O:37])[NH:35][C:33]2=[O:34])[O:25]3)([C:16]2[CH:21]=[CH:20][CH:19]=[CH:18][CH:17]=2)[C:8]2[CH:13]=[CH:12][C:11]([O:14][CH3:15])=[CH:10][CH:9]=2)=[CH:5][CH:4]=1.N1C=CN=C1.[Si:47](Cl)([C:50]([CH3:53])([CH3:52])[CH3:51])([CH3:49])[CH3:48]>CN(C=O)C.CCOC(C)=O>[Si:47]([O:31][C@@H:30]1[C@@H:27]2[O:28][CH2:29][C@@:24]1([CH2:23][O:22][C:7]([C:16]1[CH:17]=[CH:18][CH:19]=[CH:20][CH:21]=1)([C:6]1[CH:40]=[CH:41][C:3]([O:2][CH3:1])=[CH:4][CH:5]=1)[C:8]1[CH:13]=[CH:12][C:11]([O:14][CH3:15])=[CH:10][CH:9]=1)[O:25][C@H:26]2[N:32]1[CH:39]=[CH:38][C:36](=[O:37])[NH:35][C:33]1=[O:34])([C:50]([CH3:53])([CH3:52])[CH3:51])([CH3:49])[CH3:48]. Procedure details: A solution of compound 112 (1.5 g) in anhydrous DMF (10 mL) was stirred with imidazole (0.913 g), trethylamine (375 μL) and t-butyldimethylsilylchloride (0.81 g) for 15 h. The reaction mixture was diluted with EtOAc (40 mL) and washed with aqueous sodium bicarbonate solution (2×20 mL). The organic layer was separated and dried over anhydrous Na2SO4. The solvent was removed and the product purified on silica gel using 10% acetone in CH2Cl2. The appropriate fractions were concentrated and dried to... Reactants: C(CCC)OC1=CC(=C(C(=O)C=2C=C(C(=O)O)C=CC2)C=C1)O (3-(4-butoxy-2-hydroxybenzoyl)benzoic acid), CI (methyl iodide), Cl (hydrochloric acid). Solvent: [OH-].[Na+] (sodium hydroxide), C(C)O (ethanol), O (water). Reaction conditions: temperature 60 celsius. The product is C(CCC)OC1=CC(=C(C(=O)C=2C=C(C(=O)O)C=CC2)C=C1)OC (3-(4-butoxy-2-methoxybenzoyl)benzoic acid). RXN SMILES: [CH2:1]([O:5][C:6]1[CH:22]=[CH:21][C:9]([C:10]([C:12]2[CH:13]=[C:14]([CH:18]=[CH:19][CH:20]=2)[C:15]([OH:17])=[O:16])=[O:11])=[C:8]([OH:23])[CH:7]=1)[CH2:2][CH2:3][CH3:4].[CH3:24]I.Cl>[OH-].[Na+].C(O)C.O>[CH2:1]([O:5][C:6]1[CH:22]=[CH:21][C:9]([C:10]([C:12]2[CH:13]=[C:14]([CH:18]=[CH:19][CH:20]=2)[C:15]([OH:17])=[O:16])=[O:11])=[C:8]([O:23][CH3:24])[CH:7]=1)[CH2:2][CH2:3][CH3:4] |f:3.4|. Procedure: A solution of 3-(4-butoxy-2-hydroxybenzoyl)benzoic acid (0.85 g), prepared as described in Example 26, is heated under reflux in a mixture of 2N sodium hydroxide (2.8 ml) and ethanol (10 ml) for 30 minutes. The reaction mixture is then cooled to 60° C. and methyl iodide (10 ml) is added. The resulting mixture was heated at 60° for 72 hours, cooled, acidified with concentrated hydrochloric acid and diluted with water (100 ml). The product is extracted with ether (3×25 ml). The extracts are dried ... Reported procedure: To a stirred solution of 2-methyl-5-(1-piperazinyl)quinoline (D6, 0.14 g, 1 eq) in dry DMF (5 mL) were added potassium carbonate (0.11 g, 1.2 eq) and a solution of N-[3-(2-chloroacetyl)phenyl]acetamide (J. Chem. Soc., 1949, 552, 553, 0.17 g, 1.2 eq) in DMF (3 mL) under an inert atmosphere. The reaction was stirred for 1.5 hrs. The mixture was diluted with water (8 mL) and extracted with DCM (3×15 mL). The organic phase was washed with brine (25 mL), dried over sodium sulfate and the solvent was ... As a reaction SMILES: [CH3:1][C:2]1[CH:11]=[CH:10][C:9]2[C:4](=[CH:5][CH:6]=[CH:7][C:8]=2[N:12]2[CH2:17][CH2:16][N:15](CCC3C=C(C=CC=3)N)[CH2:14][CH2:13]2)[N:3]=1.C(=O)([O-])[O-].[K+].[K+].Cl[CH2:34][C:35]([C:37]1[CH:38]=[C:39]([NH:43][C:44](=[O:46])[CH3:45])[CH:40]=[CH:41][CH:42]=1)=[O:36]>CN(C=O)C.O>[CH3:1][C:2]1[CH:11]=[CH:10][C:9]2[C:4](=[CH:5][CH:6]=[CH:7][C:8]=2[N:12]2[CH2:17][CH2:16][N:15]([CH2:34][C:35]([C:37]3[CH:38]=[C:39]([NH:43][C:44](=[O:46])[CH3:45])[CH:40]=[CH:41][CH:42]=3)=[O:36])[CH2:14][CH2:13]2)[N:3]=1 |f:1.2.3|. The yield is 42.0%. Solvent: CN(C)C=O (DMF), CN(C)C=O (DMF), O (water). Starting materials: CC1=NC2=CC=CC(=C2C=C1)N1CCN(CC1)CCC=1C=C(N)C=CC1 (3-{2-[4-(2-Methyl-5-quinolinyl)-1-piperazinyl]ethyl}aniline), C([O-])([O-])=O.[K+].[K+] (potassium carbonate), ClCC(=O)C=1C=C(C=CC1)NC(C)=O (N-[3-(2-chloroacetyl)phenyl]acetamide). Reaction conditions: time 1.5 hour. The product is CC1=NC2=CC=CC(=C2C=C1)N1CCN(CC1)CC(=O)C=1C=C(C=CC1)NC(C)=O (N-(3-{2-[4-(2-methyl-5-quinolinyl)-1-piperazinyl]acetyl}phenyl)acetamide). The reactants are FC1=CC=CC(=N1)O (6-fluoro-2-pyridinol), C([O-])([O-])=O.[K+].[K+] (potassium carbonate), C(C)P(=S)(Cl)Cl (ethylphosphonothioic dichloride). Reagents/catalysts: Cl[Hg]Cl (HgCl2). The solvent is C(C)#N (acetonitrile). Run at time 2 hour. The product is C(C)P(OC1=NC(=CC=C1)F)(OC1=NC(=CC=C1)F)=S (O,O-bis(6 -fluoro-2-pyridinyl) ethylphosphonothioate). Isolated yield 52.0%. Reaction SMILES: [F:1][C:2]1[N:7]=[C:6]([OH:8])[CH:5]=[CH:4][CH:3]=1.[C:9](=[O:12])([O-])[O-].[K+].[K+].[CH2:15]([P:17](Cl)(Cl)=[S:18])[CH3:16]>Cl[Hg]Cl.C(#N)C>[CH2:15]([P:17](=[S:18])([O:12][C:9]1[CH:5]=[CH:4][CH:3]=[C:2]([F:1])[N:7]=1)[O:8][C:6]1[CH:5]=[CH:4][CH:3]=[C:2]([F:1])[N:7]=1)[CH3:16] |f:1.2.3|. Procedure details: Into a three liter flask were placed 523 grams (4.6 moles) of 6-fluoro-2-pyridinol, 638 grams (4.6 moles) potassium carbonate, 1.0 grams HgCl2 and two liters of acetonitrile. The mixture was stirred at 50°-55° C. for two hours and allowed to cooled. The mixture was stirred while 269 grams (2.1 moles) of ethylphosphonothioic dichloride was added dropwise. An exotherm from 25° C. to 55° C. was obtained. The mixture was stirred at 50° C. for five hours and allowed to cool. The insolubles were filte... The reactants are CC=1OC=C(N1)C=1C=C(C(=O)O)C=CC1 (3-(2-methyl-oxazol-4-yl)-benzoic acid), CCOCC (Et2O). Run in CO (MeOH). The product is COC(C1=CC(=CC=C1)C=1N=C(OC1)C)=O (3-(2-methyl-oxazol-4-yl)-benzoic acid methyl ester). As a reaction SMILES: [CH3:1][C:2]1[O:3][CH:4]=[C:5]([C:7]2[CH:8]=[C:9]([CH:13]=[CH:14][CH:15]=2)[C:10]([OH:12])=[O:11])[N:6]=1.[CH3:16]COCC>CO>[CH3:16][O:11][C:10](=[O:12])[C:9]1[CH:13]=[CH:14][CH:15]=[C:7]([C:5]2[N:6]=[C:2]([CH3:1])[O:3][CH:4]=2)[CH:8]=1. Reported procedure: A solution of 3-(2-methyl-oxazol-4-yl)-benzoic acid (1.42 g) in a mixture of MeOH (30 mL) and 4NHCl/Et2O (6 mL) was heated to 40° C. for 4 h. The solution was evaporated in vacuum and the residual oil was stirred with H2O (30 mL), the pH of the mixture being set to about 6 by the addition of sat. NaHCO3 solution. The precipitate was isolated by filtration to give 3-(2-methyl-oxazol-4-yl)-benzoic acid methyl ester (1.18 g) as light-brown solid,